From a dataset of the Open Reaction Database (ORD), a public repository of structured organic reaction records. describe an organic reaction: reactants, conditions, products, and yield Reactants: OC1=CC=C(C=CC(=O)NC2=CC=C(OCC(=O)O)C=C2)C=C1 (4-(4'-hydroxycinnamoylamino)phenoxyacetic acid), [OH-].[Na+] (sodium hydroxide). Run in alcohol, CCOCC (ether). Yields the product OC1=CC=C(C=CC(=O)NC2=CC=C(OCC(=O)[O-])C=C2)C=C1.[Na+] (sodium 4-(4'-hydroxycinnamoylamino)phenoxyacetate). Reaction SMILES: [OH:1][C:2]1[CH:23]=[CH:22][C:5]([CH:6]=[CH:7][C:8]([NH:10][C:11]2[CH:21]=[CH:20][C:14]([O:15][CH2:16][C:17]([OH:19])=[O:18])=[CH:13][CH:12]=2)=[O:9])=[CH:4][CH:3]=1.[OH-].[Na+:25]>CCOCC>[OH:1][C:2]1[CH:3]=[CH:4][C:5]([CH:6]=[CH:7][C:8]([NH:10][C:11]2[CH:21]=[CH:20][C:14]([O:15][CH2:16][C:17]([O-:19])=[O:18])=[CH:13][CH:12]=2)=[O:9])=[CH:22][CH:23]=1.[Na+:25] |f:1.2,4.5|. Procedure: 156 Milligrams of 4-(4'-hydroxycinnamoylamino)phenoxyacetic acid were dissolved in an alcohol and an equivalent amount of sodium hydroxide was added to the solution. The solution was warmed for 30 minutes. After cooling, ether was added to the solution and the precipitated crystals were collected by filtration to obtain sodium 4-(4'-hydroxycinnamoylamino)phenoxyacetate. The reactants are ClC=1C(=C(C=CC1)C1=CC=CC=C1)CCCO (3-(3-chloro[1,1'biphenyl]-2-yl)-1-propanol), N1=CC=CC=C1 (pyridine), CS(=O)(=O)Cl (Methanesulfonyl chloride). Run in ice water, C(Cl)Cl (methylene chloride). Conditions: time 18 hour. Yields the product CS(=O)(=O)OCCCC1=C(C=CC=C1Cl)C1=CC=CC=C1 ((3-chloro[1,1'-biphenyl]-2-yl)propanyl methylsulfonate). As a reaction SMILES: [Cl:1][C:2]1[C:3]([CH2:14][CH2:15][CH2:16][OH:17])=[C:4]([C:8]2[CH:13]=[CH:12][CH:11]=[CH:10][CH:9]=2)[CH:5]=[CH:6][CH:7]=1.N1C=CC=CC=1.[CH3:24][S:25](Cl)(=[O:27])=[O:26]>C(Cl)Cl>[CH3:24][S:25]([O:17][CH2:16][CH2:15][CH2:14][C:3]1[C:2]([Cl:1])=[CH:7][CH:6]=[CH:5][C:4]=1[C:8]1[CH:13]=[CH:12][CH:11]=[CH:10][CH:9]=1)(=[O:27])=[O:26]. Procedure: A stirred solution of 3-(3-chloro[1,1'biphenyl]-2-yl)-1-propanol (30.0 g, 0.12 mole) and pyridine (11.9 g, 0.15 mole) in methylene chloride (300 ml) was cooled to 0°. Methanesulfonyl chloride (13.9 g, 0.12 mole) was added dropwise to the mixture. After complete addition the mixture was allowed to warm to room temperature and stir for approximately 18 hours. The reaction mixture was diluted with ice water (50 grams) and washed successively with dilute hydrochloric acid (200 ml), saturated aqueous... The reactants are COc1ccc(CNc2nc(Cl)nc3sc(C(F)(F)F)cc23)cc1Cl, c1nc[nH]n1. Product: COc1ccc(CNc2nc(-n3cncn3)nc3sc(C(F)(F)F)cc23)cc1Cl. As a reaction SMILES: [Cl:6][c:7]1[n:8][c:9]([NH:20][CH2:21][c:22]2[cH:23][c:24]([Cl:30])[c:25]([O:28][CH3:29])[cH:26][cH:27]2)[c:10]2[c:11]([n:12]1)[s:13][c:14]([C:16]([F:17])([F:18])[F:19])[cH:15]2.[nH:1]1[n:2][cH:3][n:4][cH:5]1>>[n:1]1(-[c:7]2[n:8][c:9]([NH:20][CH2:21][c:22]3[cH:23][c:24]([Cl:30])[c:25]([O:28][CH3:29])[cH:26][cH:27]3)[c:10]3[c:11]([n:12]2)[s:13][c:14]([C:16]([F:17])([F:18])[F:19])[cH:15]3)[n:2][cH:3][n:4][cH:5]1. Reactants: COc1cccc(-c2cc(F)cc3c2OC(COS(=O)(=O)c2ccc(C)cc2)C3)c1OC, CN, Cl. The product is CNCC1Cc2cc(F)cc(-c3cccc(OC)c3OC)c2O1. Reaction SMILES: [CH3:2][c:3]1[cH:4][cH:5][c:6]([S:7]([O:8][CH2:13][CH:14]2[O:15][c:16]3[c:17]([cH:19][c:20]([F:33])[cH:21][c:22]3-[c:23]3[c:24]([O:31][CH3:32])[c:25]([O:29][CH3:30])[cH:26][cH:27][cH:28]3)[CH2:18]2)(=[O:9])=[O:10])[cH:11][cH:12]1.[CH3:34][NH2:35].[ClH:1]>>[CH2:13]([CH:14]1[O:15][c:16]2[c:17]([cH:19][c:20]([F:33])[cH:21][c:22]2-[c:23]2[c:24]([O:31][CH3:32])[c:25]([O:29][CH3:30])[cH:26][cH:27][cH:28]2)[CH2:18]1)[NH:35][CH3:34].